This data is from the Open Reaction Database (ORD), a public repository of structured organic reaction records. The task is: describe an organic reaction: reactants, conditions, products, and yield The reactants are CS(=O)(=O)OCC=1C(=NSC1)C=1SC(=CC1)Cl ((3-(5-chlorothiophen-2-yl)isothiazol-4-yl)methyl methanesulfonate), OC1=C(C(=C(C=C1)CCC(=O)OCC)C)C (ethyl 3-(4-hydroxy-2,3-dimethylphenyl)propanoate). Product: ClC1=CC=C(S1)C1=NSC=C1COC1=C(C(=C(C=C1)CCC(=O)O)C)C (3-(4-((3-(5-chlorothiophen-2-yl)isothiazol-4-yl)methoxy)-2,3-dimethylphenyl)propanoic acid). RXN SMILES: CS([O:5][CH2:6][C:7]1[C:8]([C:12]2[S:13][C:14]([Cl:17])=[CH:15][CH:16]=2)=[N:9][S:10][CH:11]=1)(=O)=O.O[C:19]1[CH:24]=[CH:23][C:22]([CH2:25][CH2:26][C:27]([O:29]CC)=[O:28])=[C:21]([CH3:32])[C:20]=1[CH3:33]>>[Cl:17][C:14]1[S:13][C:12]([C:8]2[C:7]([CH2:6][O:5][C:19]3[CH:24]=[CH:23][C:22]([CH2:25][CH2:26][C:27]([OH:29])=[O:28])=[C:21]([CH3:32])[C:20]=3[CH3:33])=[CH:11][S:10][N:9]=2)=[CH:16][CH:15]=1. Procedure details: The title compound was prepared according to the procedure described in Example 91 following Step 5 and 6 by coupling (3-(5-chlorothiophen-2-yl)isothiazol-4-yl)methyl methanesulfonate and ethyl 3-(4-hydroxy-2,3-dimethylphenyl)propanoate followed by hydrolysis to afford the desired product as an off-white solid. 1H NMR (400 MHz, CDCl3) δ 8.70 (s, 1H), 7.19 (s, 1H), 7.03 (d, J=5.5 Hz, 1H), 6.89 (s, 1H), 6.76 (d, J=5.5 Hz, 1H), 5.15 (s, 2H), 2.96 (t, J=5.0 Hz, 2H), 2.62 (t, J=5.1 Hz, 2H), 2.24 (s, ...